describe an organic reaction: reactants, conditions, products, and yield From a dataset of the Open Reaction Database (ORD), a public repository of structured organic reaction records. Reactants: O=C1CCC(=O)N1Br, Cc1cccc(Br)c1C, ClC(Cl)(Cl)Cl. Product: Cc1cccc(Br)c1CBr. RXN SMILES: [Br:10][N:11]1[C:12](=[O:13])[CH2:14][CH2:15][C:16]1=[O:17].[Br:1][c:2]1[c:3]([CH3:9])[c:4]([CH3:8])[cH:5][cH:6][cH:7]1.[Cl:18][C:19]([Cl:20])([Cl:21])[Cl:22]>>[Br:1][c:2]1[c:3]([CH2:9][Br:10])[c:4]([CH3:8])[cH:5][cH:6][cH:7]1. Reactants: C(C)(C)N(CC)C(C)C (diisopropylethylamine), P(=O)(Cl)(Cl)Cl (phosphorus oxychloride), FC1=CC=C(C=C1)C=1C=CC=2N=CNC(C2N1)=O (6-(4-fluorophenyl)-pyrido[3,2-d]-pyrimidin-4(3H)one). Solvent: C1(=CC=CC=C1)C (toluene). The product is ClC=1C2=C(N=CN1)C=CC(=N2)C2=CC=C(C=C2)F (4-chloro-6-(4-fluorophenyl)-pyrido[3,2-d]pyrimidine). Isolated yield 96.3%. As a reaction SMILES: [F:1][C:2]1[CH:7]=[CH:6][C:5]([C:8]2[CH:9]=[CH:10][C:11]3[N:12]=[CH:13][NH:14][C:15](=O)[C:16]=3[N:17]=2)=[CH:4][CH:3]=1.C(N(C(C)C)CC)(C)C.P(Cl)(Cl)([Cl:30])=O>C1(C)C=CC=CC=1>[Cl:30][C:15]1[C:16]2[N:17]=[C:8]([C:5]3[CH:6]=[CH:7][C:2]([F:1])=[CH:3][CH:4]=3)[CH:9]=[CH:10][C:11]=2[N:12]=[CH:13][N:14]=1. Procedure: To a mixture of 6-(4-fluorophenyl)-pyrido[3,2-d]-pyrimidin-4(3H)one (482 mg, 2 mmol) in toluene (20 ml), was added diisopropylethylamine (1.0 ml, 6 mmol) and phosphorus oxychloride (0.56 ml, 6 mmol). The reaction mixture was refluxed for 1 hour. After concentration under reduced pressure, the residue was extracted with dichloromethane (100 ml), and washed with ice water till pH 6-7. The combined organic layers were dried over MgSO4, filtered and concentrated under reduced pressure yielding the t...